This data is from the Open Reaction Database (ORD), a public repository of structured organic reaction records. The task is: describe an organic reaction: reactants, conditions, products, and yield Reactants: [N+](=O)([O-])C1=CC=C(C(=O)Cl)C=C1 (4-nitrobenzoyl chloride), N1N=NN=C1C1=C(N)C=CC=C1 (2-(tetrazol-5-yl)aniline), NC1=C(C#N)C=CC=C1 (2-aminobenzonitrile), [N-]=[N+]=[N-].[Na+] (sodium azide). The solvent is ClCCl (dichloromethane), ClCCl (dichloromethane), N1=CC=CC=C1 (pyridine). The product is [N+](=O)([O-])C1=CC=C(C(=O)NC2=C(C=CC=C2)C2=NN=NN2)C=C1 (1-(4-Nitrobenzamido)-2-(tetrazol-5-yl)benzene). Reaction SMILES: [NH:1]1[C:5]([C:6]2[CH:12]=[CH:11][CH:10]=[CH:9][C:7]=2[NH2:8])=[N:4][N:3]=[N:2]1.NC1C=CC=CC=1C#N.[N-]=[N+]=[N-].[Na+].[N+:26]([C:29]1[CH:37]=[CH:36][C:32]([C:33](Cl)=[O:34])=[CH:31][CH:30]=1)([O-:28])=[O:27]>ClCCl.N1C=CC=CC=1>[N+:26]([C:29]1[CH:30]=[CH:31][C:32]([C:33]([NH:8][C:7]2[CH:9]=[CH:10][CH:11]=[CH:12][C:6]=2[C:5]2[NH:1][N:2]=[N:3][N:4]=2)=[O:34])=[CH:36][CH:37]=1)([O-:28])=[O:27] |f:2.3|. Reported procedure: 3.0 g (18.6 mmol) 2-(tetrazol-5-yl)aniline (prepared by heating of 2-aminobenzonitrile in the presence of sodium azide according to E. R. Wagner, J. Org. Chem. 1973, 38, 2976) and 3.2 ml pyridine were dissolved in 50 ml dichloromethane. A solution of 3.7 g (19.9 mmol) 4-nitrobenzoyl chloride in 50 ml dichloromethane was added via a dropping funnel, and the mixture was heated with reflux for 1 h. The title compound precipitated from the solution, was filtered with suction, washed with hexane, and... The reactants are COCCN(CCOC)S(F)(F)F (bis(2-methoxyethyl)aminosulfur trifluoride), OCCC[C@@H]1N(C(OC1)(C)C)C(=O)OC(C)(C)C (tert-butyl (4S)-4-(3-hydroxypropyl)-2,2-dimethyl-1,3-oxazolidine-3-carboxylate), C(O)([O-])=O.[Na+] (sodium hydrogen carbonate). Solvent: C(Cl)(Cl)Cl (chloroform). Reaction conditions: time 3 hour. Yields the product FCCC[C@@H]1N(C(OC1)(C)C)C(=O)OC(C)(C)C (tert-butyl (4S)-4-(3-fluoropropyl)-2,2-dimethyl-1,3-oxazolidine-3-carboxylate). RXN SMILES: O[CH2:2][CH2:3][CH2:4][C@H:5]1[CH2:9][O:8][C:7]([CH3:11])([CH3:10])[N:6]1[C:12]([O:14][C:15]([CH3:18])([CH3:17])[CH3:16])=[O:13].COCCN(S(F)(F)[F:29])CCOC.C(=O)([O-])O.[Na+]>C(Cl)(Cl)Cl>[F:29][CH2:2][CH2:3][CH2:4][C@H:5]1[CH2:9][O:8][C:7]([CH3:11])([CH3:10])[N:6]1[C:12]([O:14][C:15]([CH3:18])([CH3:17])[CH3:16])=[O:13] |f:2.3|. Procedure: A solution of tert-butyl (4S)-4-(3-hydroxypropyl)-2,2-dimethyl-1,3-oxazolidine-3-carboxylate (3.05 g) in chloroform (40 mL) was cooled in a dry ice-acetone bath, bis(2-methoxyethyl)aminosulfur trifluoride (2.77 mL) was added thereto, and the mixture was stirred at room temperature for 3 hr. Saturated aqueous sodium hydrogen carbonate solution was added thereto, and the organic layer was washed with water and brine, followed by drying with anhydrous sodium sulfate. After the desiccant was filtere... Starting materials: ClC1=C(C=CC(=C1)Cl)C=1N=C(C(=NC1CC)N[C@H]1[C@H](CC2=CC=CC=C12)O)CC ((1R,2S)-1-{[5-(2,4-dichlorophenyl)-3,6-diethylpyrazin-2-yl]amino}-2,3-dihydro-1H-inden-2-ol), BrC=1N=C(C(=NC1C1CC1)N[C@@H]1[C@H](CC2=CC=CC=C12)O)C1CC1 ((1S,2S)-1-[(5-bromo-3,6-dicyclopropylpyrazin-2-yl)amino]-2,3-dihydro-1H-inden-2-ol). Yields the product C1(CC1)C=1C(=NC(=C(N1)C1=C(C=C(C=C1)Cl)Cl)C1CC1)N[C@H]1[C@H](CC2=CC=CC=C12)O ((1R,2S)-1-{[3,6-dicyclopropyl-5-(2,4-dichlorophenyl)pyrazin-2-yl]amino}-2,3-dihydro-1H-inden-2-ol). RXN SMILES: [Cl:1][C:2]1[CH:7]=[C:6]([Cl:8])[CH:5]=[CH:4][C:3]=1C1N=C(CC)C(N[C@@H]2C3C(=CC=CC=3)C[C@@H]2O)=NC=1CC.Br[C:31]1[N:32]=[C:33]([CH:51]2[CH2:53][CH2:52]2)[C:34]([NH:40][C@H:41]2[C:49]3[C:44](=[CH:45][CH:46]=[CH:47][CH:48]=3)[CH2:43][C@@H:42]2[OH:50])=[N:35][C:36]=1[CH:37]1[CH2:39][CH2:38]1>>[CH:51]1([C:33]2[C:34]([NH:40][C@@H:41]3[C:49]4[C:44](=[CH:45][CH:46]=[CH:47][CH:48]=4)[CH2:43][C@@H:42]3[OH:50])=[N:35][C:36]([CH:37]3[CH2:39][CH2:38]3)=[C:31]([C:5]3[CH:4]=[CH:3][C:2]([Cl:1])=[CH:7][C:6]=3[Cl:8])[N:32]=2)[CH2:53][CH2:52]1. Reported procedure: Following the procedure for the preparation of (1R,2S)-1-{[5-(2,4-dichlorophenyl)-3,6-diethylpyrazin-2-yl]amino}-2,3-dihydro-1H-inden-2-ol but substituting (1S,2S)-1-[(5-bromo-3,6-dicyclopropylpyrazin-2-yl)amino]-2,3-dihydro-1H-inden-2-ol and making non-critical variations provided the title compound as a solid: 1H NMR (CDCl3) δ 0.85-0.99, 1.67, 1.82, 2.48, 3.10-3.13, 3.27-3.28, 4.79, 5.40, 5.42, 7.30-7.51; MS (ESI+) for C25H23Cl2N3O m/z 452 (M+H)+. The reactants are C1CCOC1, COC(=O)c1ccccc1COc1ccc(CCNC(=O)c2sc(-c3ccc(C(F)(F)F)cc3)nc2C)cc1, [Li+], [OH-], O. Yields the product Cc1nc(-c2ccc(C(F)(F)F)cc2)sc1C(=O)NCCc1ccc(OCc2ccccc2C(=O)O)cc1. RXN SMILES: [CH2:43]1[O:44][CH2:45][CH2:46][CH2:47]1.[CH3:3][c:4]1[n:5][c:6](-[c:32]2[cH:33][cH:34][c:35]([C:38]([F:39])([F:40])[F:41])[cH:36][cH:37]2)[s:7][c:8]1[C:9](=[O:10])[NH:11][CH2:12][CH2:13][c:14]1[cH:15][cH:16][c:17]([O:18][CH2:19][c:20]2[c:21]([C:22](=[O:23])[O:24][CH3:25])[cH:26][cH:27][cH:28][cH:29]2)[cH:30][cH:31]1.[Li+:1].[OH-:2].[OH2:42]>>[CH3:3][c:4]1[n:5][c:6](-[c:32]2[cH:33][cH:34][c:35]([C:38]([F:39])([F:40])[F:41])[cH:36][cH:37]2)[s:7][c:8]1[C:9](=[O:10])[NH:11][CH2:12][CH2:13][c:14]1[cH:15][cH:16][c:17]([O:18][CH2:19][c:20]2[c:21]([C:22](=[O:23])[OH:24])[cH:26][cH:27][cH:28][cH:29]2)[cH:30][cH:31]1. Starting materials: ClC1=C(C=C(C=C1)Cl)[N+](=O)[O-] (2,5-Dichloronitrobenzene), C(C)(C)N (isopropylamine). Solvent: O (water). Conditions: temperature 100 celsius, time 4 hour. The product is ClC1=CC(=C(NC(C)C)C=C1)[N+](=O)[O-] (4-chloro-N-isopropyl-2-nitroaniline). The yield is 97.2%. RXN SMILES: Cl[C:2]1[CH:7]=[CH:6][C:5]([Cl:8])=[CH:4][C:3]=1[N+:9]([O-:11])=[O:10].[CH:12]([NH2:15])([CH3:14])[CH3:13]>O>[Cl:8][C:5]1[CH:6]=[CH:7][C:2]([NH:15][CH:12]([CH3:14])[CH3:13])=[C:3]([N+:9]([O-:11])=[O:10])[CH:4]=1. Reported procedure: 2,5-Dichloronitrobenzene (150 g) was added to isopropylamine (150 g) and the mixture was stirred in a sealed tube at 100° C. for 4 hours. After cooling, water was added to the reaction mixture and the mixture was extracted with ethyl acetate. The ethyl acetate layer was washed with water and dried over anhydrous magnesium sulfate and then the solvent was distilled off under reduced pressure to give 4-chloro-N-isopropyl-2-nitroaniline (163 g). A part of the obtained product was recrystallized fro... The reactants are Brc1cccc2ccccc12, O=C([O-])[O-], Cc1ccccc1, CN1CCCN(C)C1=O, Cl, I[Cu]I, [K+], [K+], c1ccc2c(c1)[nH]c1ccccc12. Yields the product c1ccc2c(-n3c4ccccc4c4ccccc43)cccc2c1. Reaction SMILES: [Br:1][c:2]1[cH:3][cH:4][cH:5][c:6]2[cH:7][cH:8][cH:9][cH:10][c:11]12.[C:25](=[O:26])([O-:27])[O-:28].[CH3:35][c:36]1[cH:37][cH:38][cH:39][cH:40][cH:41]1.[CH3:42][N:43]1[CH2:44][CH2:45][CH2:46][N:47]([CH3:48])[C:49]1=[O:50].[ClH:31].[Cu:32]([I:33])[I:34].[K+:29].[K+:30].[cH:12]1[cH:13][cH:14][cH:15][c:16]2[c:17]3[cH:18][cH:19][cH:20][cH:21][c:22]3[nH:23][c:24]12>>[c:2]1(-[n:23]2[c:22]3[c:17]([c:16]4[cH:15][cH:14][cH:13][cH:12][c:24]42)[cH:18][cH:19][cH:20][cH:21]3)[cH:3][cH:4][cH:5][c:6]2[cH:7][cH:8][cH:9][cH:10][c:11]12. The reactants are C(C1=CC=CC=C1)N1CCC(CC1)(O)CO (1-benzyl-4-(hydroxymethyl)piperidin-4-ol), Cl (hydrochloric acid). Reagents/catalysts: [C].[Pd] (palladium carbon). The solvent is C(C)O (ethanol). Run at time 8 hour. Product: Cl.OCC1(CCNCC1)O (4-(Hydroxymethyl)piperidin-4-ol hydrochloride). As a reaction SMILES: C([N:8]1[CH2:13][CH2:12][C:11]([CH2:15][OH:16])([OH:14])[CH2:10][CH2:9]1)C1C=CC=CC=1.[ClH:17]>C(O)C.[C].[Pd]>[ClH:17].[OH:16][CH2:15][C:11]1([OH:14])[CH2:12][CH2:13][NH:8][CH2:9][CH2:10]1 |f:3.4,5.6|. Procedure: 500 mg of 1-benzyl-4-(hydroxymethyl)piperidin-4-ol (synthesized according to the method described in J. Med. Chem., 1988, 486-491) was dissolved in 10 ml of ethanol, 300 mg of 10% palladium carbon and 0.38 ml of concentrated hydrochloric acid were added thereto, and the mixture was subjected to hydrogenation at room temperature overnight. The reaction mixture was filtrated to remove precipitates, the precipitates were wasted with ethanol and water, and the filtrate was concentrated under reduced... The reactants are Cl, [H][H], [K], O=C(NCc1ccccc1C(=O)NC1CN(S(=O)(=O)O)C1=O)OCc1ccccc1. Product: NCc1ccccc1C(=O)NC1CN(S(=O)(=O)O)C1=O. RXN SMILES: [ClH:34].[H:32][H:33].[K:31].[O:1]=[C:2]1[N:3]([S:27](=[O:28])(=[O:29])[OH:30])[CH2:4][CH:5]1[NH:6][C:7]([c:8]1[c:9]([CH2:14][NH:15][C:16]([O:17][CH2:18][c:19]2[cH:20][cH:21][cH:22][cH:23][cH:24]2)=[O:25])[cH:10][cH:11][cH:12][cH:13]1)=[O:26]>>[O:1]=[C:2]1[N:3]([S:27](=[O:28])(=[O:29])[OH:30])[CH2:4][CH:5]1[NH:6][C:7]([c:8]1[c:9]([CH2:14][NH2:15])[cH:10][cH:11][cH:12][cH:13]1)=[O:26].